Dataset: the Open Reaction Database (ORD), a public repository of structured organic reaction records. Task: describe an organic reaction: reactants, conditions, products, and yield Starting materials: FC(C1=CC=C(C=C1)C1=NC=2C(=NC=CC2)N1CC(=O)O)(F)F (2-(4-trifluoromethylphenyl)-3H-imidazo[4,5-b]pyridine-3-acetic acid), C(=O)(N1C=NC=C1)N1C=NC=C1 (1,1'-carbonyldiimidazole), C(CC)NCCC (dipropylamine). Run in O1CCCC1 (tetrahydrofuran), O1CCCC1 (tetrahydrofuran). Conditions: time 1 hour. The product is C(CC)N(C(CN1C(=NC=2C1=NC=CC2)C2=CC=C(C=C2)C(F)(F)F)=O)CCC (N,N-Dipropyl-2-[4-(trifluoromethyl)phenyl]-3H-imidazo[4,5-b]pyridine-3-acetamide). Yield: 31.2%. Reaction SMILES: [F:1][C:2]([F:23])([F:22])[C:3]1[CH:8]=[CH:7][C:6]([C:9]2[N:17]([CH2:18][C:19]([OH:21])=O)[C:12]3=[N:13][CH:14]=[CH:15][CH:16]=[C:11]3[N:10]=2)=[CH:5][CH:4]=1.C(N1C=CN=C1)(N1C=CN=C1)=O.[CH2:36]([NH:39][CH2:40][CH2:41][CH3:42])[CH2:37][CH3:38]>O1CCCC1>[CH2:36]([N:39]([CH2:40][CH2:41][CH3:42])[C:19](=[O:21])[CH2:18][N:17]1[C:12]2=[N:13][CH:14]=[CH:15][CH:16]=[C:11]2[N:10]=[C:9]1[C:6]1[CH:5]=[CH:4][C:3]([C:2]([F:23])([F:1])[F:22])=[CH:8][CH:7]=1)[CH2:37][CH3:38]. Procedure details: A suspension of 2-(4-trifluoromethylphenyl)-3H-imidazo[4,5-b]pyridine-3-acetic acid (3.21 g, 0.010 mole), and 1,1'-carbonyldiimidazole (1.62 g, 0.010 mole), in anhydrous tetrahydrofuran (75 ml) was stirred at room temperature with a stream of nitrogen bubbling through for 3 hours. The nitrogen flow was stopped and a solution of dipropylamine (1.31 g, 0.013 mole) in dry tetrahydrofuran (25 ml) was added. The solution was stirred at room temperature under nitrogen for 1 hour. The reaction mixture ... Starting materials: N1=CC=CC=C1 (pyridine), amine, P(=O)(Cl)(Cl)Cl (phosphorus oxychloride), Cl (HCl). Conditions: time 35 minute. Yields the product O=P(Cl)(Cl)Cl.N1=CC=CC=C1 (POCl3 Pyridine). As a reaction SMILES: [P:1]([Cl:5])([Cl:4])([Cl:3])=[O:2].Cl.[N:7]1[CH:12]=[CH:11][CH:10]=[CH:9][CH:8]=1>>[O:2]=[P:1]([Cl:5])([Cl:4])[Cl:3].[N:7]1[CH:12]=[CH:11][CH:10]=[CH:9][CH:8]=1 |f:3.4|. Procedure: To a solution of compound AE or AM′ (1.0 equiv.) in pyridine under argon atmosphere and cooled at −20° C./0° C., the selected amine (5.0 equiv.) and phosphorus oxychloride (1.5 equiv) were successively added. After 30-40 min at 0° C., the reaction was treated with HCl 1M and extracted with AcOEt. The organic layer was washed with brine, dried over MgSO4 and concentrated under reduced pressure. Purification by flash-chromatography afforded the product. Starting materials: O=C([O-])O, CC(C)(C)OC(=O)C(C)(C)OCC1CCCC(OC2CCCCO2)C1, CC(C)O, [Na+], O, Cc1ccccc1S(=O)(=O)O, Cc1ccccc1S(=O)(=O)O. The product is CC(C)(C)OC(=O)C(C)(C)OCC1CCCC(O)C1. Reaction SMILES: [C:49](=[O:50])([OH:51])[O-:52].[CH3:1][C:2]([C:3](=[O:4])[O:5][C:6]([CH3:7])([CH3:8])[CH3:9])([CH3:10])[O:11][CH2:12][CH:13]1[CH2:14][CH:15]([O:19][CH:20]2[CH2:21][CH2:22][CH2:23][CH2:24][O:25]2)[CH2:16][CH2:17][CH2:18]1.[CH:54]([OH:55])([CH3:56])[CH3:57].[Na+:53].[OH2:26].[c:27]1([CH3:28])[c:29]([S:30]([OH:31])(=[O:32])=[O:33])[cH:34][cH:35][cH:36][cH:37]1.[c:38]1([CH3:39])[c:40]([S:41]([OH:42])(=[O:43])=[O:44])[cH:45][cH:46][cH:47][cH:48]1>>[CH3:1][C:2]([C:3](=[O:4])[O:5][C:6]([CH3:7])([CH3:8])[CH3:9])([CH3:10])[O:11][CH2:12][CH:13]1[CH2:14][CH:15]([OH:19])[CH2:16][CH2:17][CH2:18]1. Yields the product CC(C)(C)CC1NC(C(=O)Nc2ccc(N3CCCC3C(=O)O)cc2)C(c2cccc(Cl)c2F)C1(C#N)c1ccc(Cl)cc1F. As a reaction SMILES: [CH2:51]1[O:52][CH2:53][CH2:54][CH2:55]1.[CH3:57][CH2:58][O:59][C:60]([CH3:61])=[O:62].[Cl:1][c:2]1[c:3]([F:46])[c:4]([CH:8]2[CH:9]([C:28](=[O:29])[NH:30][c:31]3[cH:32][cH:33][c:34]([N:37]4[CH:38]([C:42](=[O:43])[O:44][CH3:45])[CH2:39][CH2:40][CH2:41]4)[cH:35][cH:36]3)[NH:10][CH:11]([CH2:23][C:24]([CH3:25])([CH3:26])[CH3:27])[C:12]2([C:13]#[N:14])[c:15]2[c:16]([F:22])[cH:17][c:18]([Cl:21])[cH:19][cH:20]2)[cH:5][cH:6][cH:7]1.[ClH:50].[Li+:49].[OH-:48].[OH2:47].[OH2:56]>>[Cl:1][c:2]1[c:3]([F:46])[c:4]([CH:8]2[CH:9]([C:28](=[O:29])[NH:30][c:31]3[cH:32][cH:33][c:34]([N:37]4[CH:38]([C:42](=[O:43])[OH:44])[CH2:39][CH2:40][CH2:41]4)[cH:35][cH:36]3)[NH:10][CH:11]([CH2:23][C:24]([CH3:25])([CH3:26])[CH3:27])[C:12]2([C:13]#[N:14])[c:15]2[c:16]([F:22])[cH:17][c:18]([Cl:21])[cH:19][cH:20]2)[cH:5][cH:6][cH:7]1. The reactants are C1CCOC1, CCOC(C)=O, COC(=O)C1CCCN1c1ccc(NC(=O)C2NC(CC(C)(C)C)C(C#N)(c3ccc(Cl)cc3F)C2c2cccc(Cl)c2F)cc1, Cl, [Li+], [OH-], O, O. Starting materials: C(C1=CC=CC=C1)(C1=CC=CC=C1)OC(=O)C=1N2C(C(C2SCC1C=CN(C)C)NC(C1=CC=CC=C1)(C1=CC=CC=C1)C1=CC=CC=C1)=O (2-benzhydryloxycarbonyl-3-(2-dimethylaminovinyl)-8-oxo-7-tritylamino-5-thia-1-aza-bicyclo[4.2.0]oct-2-ene), Cl (hydrochloric acid), C(C)(=O)OCC (ethyl acetate). Product: C(C1=CC=CC=C1)(C1=CC=CC=C1)OC(=O)C=1N2C(C(C2SCC1CC=O)NC(C1=CC=CC=C1)(C1=CC=CC=C1)C1=CC=CC=C1)=O (2-Benzhydryloxycarbonyl-8-oxo-3-(2-oxo-ethyl)-7-tritylamino-5-thia-1-aza-bicyclo[4.2.0]oct-2-ene). Reaction SMILES: C([O:14][C:15]([C:17]1[N:18]2[CH:21]([S:22][CH2:23][C:24]=1C=CN(C)C)[CH:20]([NH:30][C:31]([C:44]1[CH:49]=[CH:48][CH:47]=[CH:46][CH:45]=1)([C:38]1[CH:43]=[CH:42][CH:41]=[CH:40][CH:39]=1)[C:32]1[CH:37]=[CH:36][CH:35]=[CH:34][CH:33]=1)[C:19]2=[O:50])=O)(C1C=CC=CC=1)C1C=CC=CC=1.Cl.[C:52]([O:55][CH2:56][CH3:57])(=[O:54])[CH3:53]>>[CH:56]([O:55][C:52]([C:53]1[N:18]2[CH:21]([S:22][CH2:23][C:24]=1[CH2:17][CH:15]=[O:14])[CH:20]([NH:30][C:31]([C:32]1[CH:33]=[CH:34][CH:35]=[CH:36][CH:37]=1)([C:38]1[CH:43]=[CH:42][CH:41]=[CH:40][CH:39]=1)[C:44]1[CH:49]=[CH:48][CH:47]=[CH:46][CH:45]=1)[C:19]2=[O:50])=[O:54])([C:37]1[CH:32]=[CH:33][CH:34]=[CH:35][CH:36]=1)[C:57]1[CH:39]=[CH:38][CH:31]=[CH:44][CH:45]=1. Reported procedure: A solution of 2-benzhydryloxycarbonyl-3-(2-dimethylaminovinyl)-8-oxo-7-tritylamino-5-thia-1-aza-bicyclo[4.2.0]oct-2-ene (E-form) (23.5 g) in ethyl acetate (500 cc) is stirred with 1 N hydrochloric acid (250 cc) for 90 minutes at 25° C. The organic phase is decanted, washed with distilled water (3×250 cc), a saturated sodium bicarbonate solution (100 cc) and a half-saturated sodium chloride solution (250 cc), then dried over sodium sulphate and concentrated to dryness under reduced pressure (40 m... Starting materials: C(=O)(C(F)(F)F)O (TFA), BrC#N (BrCN), C(C1=CC=CC=C1)OCC1=CC=CC=C1 (benzyl ether), N#CN (cyanamide). Product: desired product, C(C1=CC=CC=C1)OCC1CN(CC1)C#N (3-[(benzyloxy)methyl]-1-cyanopyrrolidine). RXN SMILES: [CH2:1]([O:8][CH2:9][C:10]1[CH:15]=[CH:14]C=C[CH:11]=1)[C:2]1[CH:7]=[CH:6][CH:5]=[CH:4][CH:3]=1.[N:16]#[C:17][NH2:18].C(O)(C(F)(F)F)=O.BrC#N>>[CH2:1]([O:8][CH2:9][CH:10]1[CH2:15][CH2:14][N:18]([C:17]#[N:16])[CH2:11]1)[C:2]1[CH:7]=[CH:6][CH:5]=[CH:4][CH:3]=1. Procedure: Following general procedure 12, to a cold (0° C.), stirred solution of the alcohol (26) (188 mg, 1 equiv.) in DMF (9 mL) was added NaH (60% in oil, 56 mg, 1.5 equiv.). The suspension was stirred at 0° C. for 40 minutes followed by the addition of the benzyl chloride (215 uL, 2 equiv.). The suspension was warmed to rt and stirred for 16 h. MeOH was added followed by sat. aq. NH4Cl. The aqueous phase was extracted with EtOAc (3×) and the combined organic extracts were washed with brine, dried (MgS...